This data is from the Open Reaction Database (ORD), a public repository of structured organic reaction records. The task is: describe an organic reaction: reactants, conditions, products, and yield Starting materials: ClC1=CC2=C(N(C(=N2)CCl)CCCC(F)(F)F)C=C1 (5-chloro-2-chloromethyl-1-(4,4,4-trifluoro-butyl)-1H-benzoimidazole), CS(=O)(=O)C1=NNC2=CN=CC=C21 (3-methanesulfonyl-1H-pyrazolo[3,4-c]pyridine), CS(=O)(=O)N1N=CC2=CC=CC=C12 (methanesulfonyl-1H-indazole). The product is ClC1=CC2=C(N(C(=N2)CN2N=C(C=3C2=CN=CC3)S(=O)(=O)C)CCCC(F)(F)F)C=C1 (1-{[5-Chloro-1-(4,4,4-trifluorobutyl)-1H-benzimidazol-2-yl]methyl}-3-(methylsulfonyl)-1H-pyrazolo[3,4-c]pyridine). As a reaction SMILES: [Cl:1][C:2]1[CH:19]=[CH:18][C:5]2[N:6]([CH2:11][CH2:12][CH2:13][C:14]([F:17])([F:16])[F:15])[C:7]([CH2:9]Cl)=[N:8][C:4]=2[CH:3]=1.[CH3:20][S:21]([C:24]1[C:32]2[C:27](=[CH:28][N:29]=[CH:30][CH:31]=2)[NH:26][N:25]=1)(=[O:23])=[O:22].CS(N1C2C(=CC=CC=2)C=N1)(=O)=O>>[Cl:1][C:2]1[CH:19]=[CH:18][C:5]2[N:6]([CH2:11][CH2:12][CH2:13][C:14]([F:17])([F:16])[F:15])[C:7]([CH2:9][N:26]3[C:27]4=[CH:28][N:29]=[CH:30][CH:31]=[C:32]4[C:24]([S:21]([CH3:20])(=[O:22])=[O:23])=[N:25]3)=[N:8][C:4]=2[CH:3]=1. Reported procedure: The title compound was prepared in analogy to Example 4-1 by using 5-chloro-2-chloromethyl-1-(4,4,4-trifluoro-butyl)-1H-benzoimidazole and 3-methanesulfonyl-1H-pyrazolo[3,4-c]pyridine instead of 5-chloro-2-chloromethyl-1-(4,4,4-trifluoro-butyl)-1H-benzoimidazole and methanesulfonyl-1H-indazole. Reactants: C(=O)(O)[O-].[Na+] (NaHCO3), N#N (N2), NC=1C2=C(N=CN1)N(C=C2Br)C2CN(C2)C(=O)OC(C)(C)C (1,1-dimethylethyl 3-(4-amino-5-bromo-7H-pyrrolo[2,3-d]pyrimidin-7-yl)-1-azetidinecarboxylate), CC=1C=C(C=CC1)CC(=O)N1CCC2=CC(=CC=C12)B1OC(C(O1)(C)C)(C)C (1-[(3-methylphenyl)acetyl]-5-(4,4,5,5-tetramethyl-1,3,2-dioxaborolan-2-yl)-2,3-dihydro-1H-indole). Reagents/catalysts: C=1C=CC(=CC1)[P](C=2C=CC=CC2)(C=3C=CC=CC3)[Pd]([P](C=4C=CC=CC4)(C=5C=CC=CC5)C=6C=CC=CC6)([P](C=7C=CC=CC7)(C=8C=CC=CC8)C=9C=CC=CC9)[P](C=1C=CC=CC1)(C=1C=CC=CC1)C=1C=CC=CC1 (Pd(Ph3P)4). Run in O1CCOCC1 (1,4-Dioxane), O (water). Run at temperature 100 celsius. Product: NC=1C2=C(N=CN1)N(C=C2C=2C=C1CCN(C1=CC2)C(CC2=CC(=CC=C2)C)=O)C2CN(C2)C(=O)OC(C)(C)C (1,1-dimethylethyl 3-(4-amino-5-{1-[(3-methylphenyl)acetyl]-2,3-dihydro-1H-indol-5-yl}-7H-pyrrolo[2,3-d]pyrimidin-7-yl)-1-azetidinecarboxylate). Yield: 67.4%. RXN SMILES: [NH2:1][C:2]1[C:3]2[C:10](Br)=[CH:9][N:8]([CH:12]3[CH2:15][N:14]([C:16]([O:18][C:19]([CH3:22])([CH3:21])[CH3:20])=[O:17])[CH2:13]3)[C:4]=2[N:5]=[CH:6][N:7]=1.[CH3:23][C:24]1[CH:25]=[C:26]([CH2:30][C:31]([N:33]2[C:41]3[C:36](=[CH:37][C:38](B4OC(C)(C)C(C)(C)O4)=[CH:39][CH:40]=3)[CH2:35][CH2:34]2)=[O:32])[CH:27]=[CH:28][CH:29]=1.C([O-])(O)=O.[Na+].N#N>O1CCOCC1.O.C1C=CC([P]([Pd]([P](C2C=CC=CC=2)(C2C=CC=CC=2)C2C=CC=CC=2)([P](C2C=CC=CC=2)(C2C=CC=CC=2)C2C=CC=CC=2)[P](C2C=CC=CC=2)(C2C=CC=CC=2)C2C=CC=CC=2)(C2C=CC=CC=2)C2C=CC=CC=2)=CC=1>[NH2:1][C:2]1[C:3]2[C:10]([C:38]3[CH:37]=[C:36]4[C:41](=[CH:40][CH:39]=3)[N:33]([C:31](=[O:32])[CH2:30][C:26]3[CH:27]=[CH:28][CH:29]=[C:24]([CH3:23])[CH:25]=3)[CH2:34][CH2:35]4)=[CH:9][N:8]([CH:12]3[CH2:15][N:14]([C:16]([O:18][C:19]([CH3:22])([CH3:21])[CH3:20])=[O:17])[CH2:13]3)[C:4]=2[N:5]=[CH:6][N:7]=1 |f:2.3,^1:68,70,89,108|. Procedure: To 1,1-dimethylethyl 3-(4-amino-5-bromo-7H-pyrrolo[2,3-d]pyrimidin-7-yl)-1-azetidinecarboxylate (200 mg, 0.543 mmol), and 1-[(3-methylphenyl)acetyl]-5-(4,4,5,5-tetramethyl-1,3,2-dioxaborolan-2-yl)-2,3-dihydro-1H-indole (246 mg, 0.652 mmol) dissolved in 1,4-Dioxane (4 mL) was added Sat NaHCO3 (2 mL). The mixture was then bubbled N2 gas for 10 minutes then added Pd(Ph3P)4 (62.8 mg, 0.054 mmol) then bubbled for 5 additional minutes. Then reaction was then capped and heated at 100° C. overnight. The... Reactants: CCOc1cc(C=O)ccc1OC(C)C, Cc1ccccc1, N#Cc1ccc(N)cc1, O. Yields the product CCOc1cc(C=Nc2ccc(C#N)cc2)ccc1OC(C)C. As a reaction SMILES: [CH2:1]([CH3:2])[O:3][c:4]1[cH:5][c:6]([CH:7]=[O:8])[cH:9][cH:10][c:11]1[O:12][CH:13]([CH3:14])[CH3:15].[CH3:26][c:27]1[cH:28][cH:29][cH:30][cH:31][cH:32]1.[NH2:16][c:17]1[cH:18][cH:19][c:20]([C:21]#[N:22])[cH:23][cH:24]1.[OH2:25]>>[CH2:1]([CH3:2])[O:3][c:4]1[cH:5][c:6]([CH:7]=[N:16][c:17]2[cH:18][cH:19][c:20]([C:21]#[N:22])[cH:23][cH:24]2)[cH:9][cH:10][c:11]1[O:12][CH:13]([CH3:14])[CH3:15]. The reactants are O=C(Cl)c1ccccc1, COC(=O)OC, O=S(=O)(O)C(F)(F)F. The product is COS(=O)(=O)C(F)(F)F. RXN SMILES: [C:9]([Cl:10])(=[O:11])[c:12]1[cH:13][cH:14][cH:15][cH:16][cH:17]1.[CH3:18][O:19][C:20]([O:21][CH3:22])=[O:23].[OH:1][S:2](=[O:3])(=[O:4])[C:5]([F:6])([F:7])[F:8]>>[O:1]([S:2](=[O:3])(=[O:4])[C:5]([F:6])([F:7])[F:8])[CH3:9]. The reactants are BrCCCCl (3-bromo-1-chloropropane), 5-alkoxy-4-halogenoalkoxy-2-nitrobenzoic acid, 3-alkoxy-4-hydroxybenzoic acid, C([O-])([O-])=O.[K+].[K+] (potassium carbonate), C(C1=CC(OC)=C(O)C=C1)(=O)OCC (ethyl vanillate), [Br-].C(CCC)[NH3+] (N-butyl-ammonium bromide). The product is ClCCCOC1=C(C=C(C(=O)OCC)C=C1)OC (ethyl 4-(3-chloropropoxy)-3-methoxybenzoate). As a reaction SMILES: [C:1]([O:12][CH2:13][CH3:14])(=[O:11])[C:2]1[CH:10]=[CH:9][C:7]([OH:8])=[C:4]([O:5][CH3:6])[CH:3]=1.Br[CH2:16][CH2:17][CH2:18][Cl:19].C(=O)([O-])[O-].[K+].[K+].[Br-].C([NH3+])CCC>>[Cl:19][CH2:18][CH2:17][CH2:16][O:8][C:7]1[CH:9]=[CH:10][C:2]([C:1]([O:12][CH2:13][CH3:14])=[O:11])=[CH:3][C:4]=1[O:5][CH3:6] |f:2.3.4,5.6|. Procedure: WO 02/36587 describes a process for preparing a 5-alkoxy-4-halogenoalkoxy-2-nitrobenzoic acid compound from a 3-alkoxy-4-hydroxybenzoic acid compound. For example, ethyl vanillate (i.e., ethyl 4-hydroxy-3-methoxybenzoate) is reacted with 3-bromo-1-chloropropane in an aqueous potassium carbonate solution in the presence of N-butyl-ammonium bromide to produce ethyl 4-(3-chloropropoxy)-3-methoxybenzoate, and the ethyl 4-(3-chloropropoxy)-3-methoxybenzoate is reacted with 70% nitric acid in a mixtur... The reactants are COC(=O)c1cc(I)c(OC)c(C(C)(C)C)c1, O=C([O-])[O-], CN(C)C=O, N#C[Cu]C#N, [K+], [K+]. Yields the product COC(=O)c1cc(C#N)c(OC)c(C(C)(C)C)c1. RXN SMILES: [C:1]([CH3:2])([CH3:3])([CH3:4])[c:5]1[cH:6][c:7]([C:8](=[O:9])[O:10][CH3:11])[cH:12][c:13]([I:17])[c:14]1[O:15][CH3:16].[C:23](=[O:24])([O-:25])[O-:26].[CH3:29][N:30]([CH3:31])[CH:32]=[O:33].[Cu:18]([C:19]#[N:20])[C:21]#[N:22].[K+:27].[K+:28]>>[C:1]([CH3:2])([CH3:3])([CH3:4])[c:5]1[cH:6][c:7]([C:8](=[O:9])[O:10][CH3:11])[cH:12][c:13]([C:19]#[N:20])[c:14]1[O:15][CH3:16]. Starting materials: NC=1SC(=NN1)SCCCCCC (2-amino-5-hexylthio-1,3,4-thiadiazole), C(CC(=O)OC1=C(C=C(C=C1Cl)Cl)Cl)(=O)OC1=C(C=C(C=C1Cl)Cl)Cl (bis(2,4,6-trichlorophenyl) malonate), ClC1=CC=CC=C1 (chlorobenzene). Solvent: CCCCCC (hexane). Conditions: time 1 hour. Product: C(CCCCC)SC1=NN2C(=NC(=CC2=O)O)S1 (2-hexylthio-7-hydroxy-5H-1,3,4-thiadiazolo[3,2-a]-pyrimidin-5-one). The yield is 87.0%. As a reaction SMILES: [NH2:1][C:2]1[S:3][C:4]([S:7][CH2:8][CH2:9][CH2:10][CH2:11][CH2:12][CH3:13])=[N:5][N:6]=1.[C:14](OC1C(Cl)=CC(Cl)=CC=1Cl)(=[O:28])[CH2:15][C:16](OC1C(Cl)=CC(Cl)=CC=1Cl)=[O:17].ClC1C=CC=CC=1>CCCCCC>[CH2:8]([S:7][C:4]1[S:3][C:2]2=[N:1][C:14]([OH:28])=[CH:15][C:16](=[O:17])[N:6]2[N:5]=1)[CH2:9][CH2:10][CH2:11][CH2:12][CH3:13]. Procedure: A mixture of 65.2 g of the thus obtained 2-amino-5-hexylthio-1,3,4-thiadiazole, 141.7 g of bis(2,4,6-trichlorophenyl) malonate and 240 ml of chlorobenzene was heated to 137°~140° C. and stirred for 1 hour. After cooling, hexane was added to the mixture, and the formed precipitate was separated by filtration, the residue was washed with hexane, and thus 74.7 g of 2-hexylthio-7-hydroxy-5H-1,3,4-thiadiazolo[3,2-a]-pyrimidin-5-one was obtained. m.p. 187°~192° C. Yield 87%.